From a dataset of the Open Reaction Database (ORD), a public repository of structured organic reaction records. describe an organic reaction: reactants, conditions, products, and yield The reactants are CC(=O)Nc1c(C)ccc(C(=O)O)c1[N+](=O)[O-], Cl, C1COCCO1. Yields the product Cc1ccc(C(=O)O)c([N+](=O)[O-])c1N. RXN SMILES: [C:1](=[O:2])([CH3:3])[NH:4][c:5]1[c:6]([N+:15](=[O:16])[O-:17])[c:7]([C:8](=[O:9])[OH:10])[cH:11][cH:12][c:13]1[CH3:14].[ClH:18].[O:19]1[CH2:20][CH2:21][O:22][CH2:23][CH2:24]1>>[NH2:4][c:5]1[c:6]([N+:15](=[O:16])[O-:17])[c:7]([C:8](=[O:9])[OH:10])[cH:11][cH:12][c:13]1[CH3:14]. Starting materials: O=P(Cl)(Cl)Cl (POCl3), CN(C)C=NC1=NC=C(C(=N1)O)S(=O)(=O)NC(C)(C)C (2-[[(dimethylamino)methylene]amino]-4-hydroxy-N-(1,1-dimethylethyl)-5-pyrimidinesulfonamide). Solvent: C(C)OCC (ethyl ether), C(C)OCC (ethyl ether). The product is ClC1=NC(=NC=C1S(=O)(=O)NC(C)(C)C)N=CN(C)C (4-Chloro-2-[[(dimethylamino)methylene]amino]-N-(1,1-dimethylethyl)-5-pyrimidinesulfonamide). Yield: 87.0%. RXN SMILES: O=P(Cl)(Cl)[Cl:3].[CH3:6][N:7]([CH:9]=[N:10][C:11]1[N:16]=[C:15](O)[C:14]([S:18]([NH:21][C:22]([CH3:25])([CH3:24])[CH3:23])(=[O:20])=[O:19])=[CH:13][N:12]=1)[CH3:8]>C(OCC)C>[Cl:3][C:15]1[C:14]([S:18]([NH:21][C:22]([CH3:25])([CH3:24])[CH3:23])(=[O:20])=[O:19])=[CH:13][N:12]=[C:11]([N:10]=[CH:9][N:7]([CH3:8])[CH3:6])[N:16]=1. Procedure details: POCl3 (1600 mL, 17.2M) was added gradually to mechanically stirred solid 2-[[(dimethylamino)methylene]amino]-4-hydroxy-N-(1,1-dimethylethyl)-5-pyrimidinesulfonamide (363 g, 1.20M). An exotherm was noted. The thick slurry was heated to reflux for 15 minutes. Upon cooling, ethyl ether was added and the precipitate filtered off. The resulting solid was suspended in water and treated with NaHCO3 (solid) to pH ~7.5. After extraction with methylene chloride, drying (MgSO4), and concentration, a yellow... Starting materials: NCCCSC1=CC=NC=C1 (4-(3-aminopropylthio)pyridine), S1C(=CC=C1)C(=O)O (thiophenecarboxylic acid), ON1C(CCC1=O)=O (N-hydroxysuccinimide), Cl.C(C)N=C=NCCCN(C)C (1-ethyl-3-(3-dimethylaminopropyl)carbodiimide hydrochloride). Run in C(Cl)Cl (methylene chloride). The product is CC1=CC=C(S1)C(=O)NCCCSC1=CC=NC=C1 (4-[3-(5-methylthenoylamino)propylthio]pyridine). Isolated yield 64.5%. RXN SMILES: [S:1]1[CH:5]=[CH:4][CH:3]=[C:2]1[C:6]([OH:8])=O.ON1C(=O)CC[C:11]1=O.Cl.C(N=C=NCCCN(C)C)C.[NH2:29][CH2:30][CH2:31][CH2:32][S:33][C:34]1[CH:39]=[CH:38][N:37]=[CH:36][CH:35]=1>C(Cl)Cl>[CH3:11][C:5]1[S:1][C:2]([C:6]([NH:29][CH2:30][CH2:31][CH2:32][S:33][C:34]2[CH:39]=[CH:38][N:37]=[CH:36][CH:35]=2)=[O:8])=[CH:3][CH:4]=1 |f:2.3|. Reported procedure: To a solution of 1.27 g (8.91 mmol) of 5-methyl-2=thiophenecarboxylic acid and 1.33 g (11.6 mmol) of N-hydroxysuccinimide in 90 ml of methylene chloride, 2.05 g (10.7 mmol) of 1-ethyl-3-(3-dimethylaminopropyl)carbodiimide hydrochloride was added under ice-cooling with stirring. The mixture was stirred at room temperature for 1 hour. Further, 1.50 g (8.91 mmol) of 4-(3-aminopropylthio)pyridine was added, and the mixture was stirred at room temperature for 2 hours. The reaction mixture was washed ... Starting materials: Br (HBr), CN1CCC(CC1)=O (1-methylpiperidin-4-one), COC1=CC(=CC(=C1)OC)OC (1,3,5-trimethoxybenzene), BrBr (bromine), Br (hydrobromide), [OH-].[Na+] (sodium hydroxide). Run in O (water), C(C)(=O)O (acetic acid), C(C)(=O)O (acetic acid), O (water). Reaction conditions: temperature 25 celsius, time 60 minute. Product: OC1CN(CC=C1C1=C(C=C(C=C1OC)OC)OC)C (3(R,S)-hydroxy-1-methyl4-(2,4,6-trimethoxyphenyl)-1,2,3,6-tetrahydropyridine). Reaction SMILES: Br.[CH3:2][N:3]1[CH2:8][CH2:7][C:6](=O)[CH2:5][CH2:4]1.BrBr.[CH3:12][O:13][C:14]1[CH:19]=[C:18]([O:20][CH3:21])[CH:17]=[C:16]([O:22][CH3:23])[CH:15]=1.[OH-:24].[Na+]>C(O)(=O)C.O>[OH:24][CH:5]1[C:6]([C:15]2[C:16]([O:22][CH3:23])=[CH:17][C:18]([O:20][CH3:21])=[CH:19][C:14]=2[O:13][CH3:12])=[CH:7][CH2:8][N:3]([CH3:2])[CH2:4]1 |f:4.5|. Procedure details: 75.7 ml (0.44 mol) of 33% strength HBr in glacial acetic acid were added to 100 ml of glacial acetic acid and 50 g (0.44 mol) of 1-methylpiperidin-4-one (III) were then vigorously added dropwise at 20-25° C. with ice-cooling. 70.4 g (0.44 mol) of bromine were added dropwise at 20-25° C. under nitrogen in the course of 30 min to the suspension of the hydrobromide obtained in this way, a clear, yellowish solution being obtained. This was stirred at 25° C. for a further 60 min and 67.2 g (0.40 mol)... Reactants: C(C)(C)(C)OC(N(CC(C)C)OCC1=CC=CC=C1)=O (tert-butyl-N-benzyloxy-N-(2-methylpropyl)carbamate), BrC(CC)CC (3-bromopentane), C(C1=CC=CC=C1)ONC(OC(C)(C)C)=O (tert-butyl N-benzyloxycarbamate). Product: C(C1=CC=CC=C1)ON(C(OC(C)(C)C)=O)C(CC)CC (tert-butyl N-benzyloxy-N-(1-ethylpropyl)carbamate). RXN SMILES: [C:1]([O:5][C:6](=[O:20])[N:7]([O:12][CH2:13][C:14]1[CH:19]=[CH:18][CH:17]=[CH:16][CH:15]=1)[CH2:8][CH:9]([CH3:11])C)([CH3:4])([CH3:3])[CH3:2].Br[CH:22](CC)[CH2:23]C.C(ONC(=O)OC(C)(C)C)C1C=CC=CC=1>>[CH2:13]([O:12][N:7]([CH:8]([CH2:9][CH3:11])[CH2:22][CH3:23])[C:6](=[O:20])[O:5][C:1]([CH3:2])([CH3:3])[CH3:4])[C:14]1[CH:15]=[CH:16][CH:17]=[CH:18][CH:19]=1. Procedure details: Using the general method of Compound 54 Part B, 3-bromopentane (15.0 mL, 121 mmole) was reacted with tert-butyl N-benzyloxycarbamate (25.1 g, 112 mmole) to provide tert-butyl N-benzyloxy-N-(1-ethylpropyl)carbamate. The reactants are FC1=C(C(=O)O)C=CC(=C1)O (2-fluoro-4-hydroxybenzoic acid), C(CCCCCCCCCCCC)(=O)Cl (tridecanoyl chloride), CN(C)C1=NC=CC=C1 (dimethylaminopyridine), Cl (hydrochloric acid). The solvent is ClCCl (dichloromethane), C(C)N(CC)CC (triethylamine). Reaction conditions: time 20 hour. Yields the product FC1=C(C(=O)O)C=CC(=C1)OC(CCCCCCCCCCCC)=O (2-fluoro-4-n-tridecanoyloxybenzoic acid). Isolated yield 59.4%. As a reaction SMILES: [F:1][C:2]1[CH:10]=[C:9]([OH:11])[CH:8]=[CH:7][C:3]=1[C:4]([OH:6])=[O:5].[C:12](Cl)(=[O:25])[CH2:13][CH2:14][CH2:15][CH2:16][CH2:17][CH2:18][CH2:19][CH2:20][CH2:21][CH2:22][CH2:23][CH3:24].CN(C1C=CC=CN=1)C.Cl>ClCCl.C(N(CC)CC)C>[F:1][C:2]1[CH:10]=[C:9]([O:11][C:12](=[O:25])[CH2:13][CH2:14][CH2:15][CH2:16][CH2:17][CH2:18][CH2:19][CH2:20][CH2:21][CH2:22][CH2:23][CH3:24])[CH:8]=[CH:7][C:3]=1[C:4]([OH:6])=[O:5]. Reported procedure: To a solution of 2-fluoro-4-hydroxybenzoic acid (1.4 g) and triethylamine (1.0 g) in dichloromethane (40 ml) were added tridecanoyl chloride (2.0 g) and dimethylaminopyridine (0.2 g). The solution was stirred at room temperature for about 20 hours and thereto was added dilute aqueous hydrochloric acid solution. The organic layer was separated by a funnel and distilled to remove the solvent. The residue was washed with n-hexane and dried to obtain the titled compound (about 1.8 g). Starting materials: O=C(O)c1nn(Cc2ccc(Cl)c(Cl)c2)c(=O)c2cc(F)ccc12, ClCc1ccc(Cl)c(Cl)c1, COC(=O)c1nn(Cc2ccc(Cl)c(Cl)c2)c(=O)c2ccc(Cl)cc12. The product is O=C(O)c1nn(Cc2ccc(Cl)c(Cl)c2)c(=O)c2ccc(Cl)cc12. RXN SMILES: [Cl:11][c:12]1[cH:13][c:14]([CH2:19][n:20]2[n:21][c:22]([C:23]([OH:24])=[O:25])[c:26]3[c:27]([cH:28][c:29]([F:30])[cH:31][cH:32]3)[c:33]2=[O:34])[cH:15][cH:16][c:17]1[Cl:18].[Cl:1][c:2]1[cH:3][c:4]([CH2:9][Cl:10])[cH:5][cH:6][c:7]1[Cl:8].[Cl:35][c:36]1[cH:37][c:38]([CH2:39][n:40]2[c:41](=[O:55])[c:42]3[cH:43][cH:44][c:45]([Cl:54])[cH:46][c:47]3[c:48]([C:50](=[O:51])[O:52][CH3:53])[n:49]2)[cH:56][cH:57][c:58]1[Cl:59]>>[Cl:35][c:36]1[cH:37][c:38]([CH2:39][n:40]2[c:41](=[O:55])[c:42]3[cH:43][cH:44][c:45]([Cl:54])[cH:46][c:47]3[c:48]([C:50](=[O:51])[OH:52])[n:49]2)[cH:56][cH:57][c:58]1[Cl:59]. The reactants are C1(=CC=CC=C1)C1C(=CC=CC1=S(=O)=O)C(C(=O)OC)=C (2-phenyl-3-sulfonlyphenyl-propenoic acid, methyl ester), C(CCC)[SnH](CCCC)CCCC (tri-n-butyltin hydride), N(=NC(C#N)(C)C)C(C#N)(C)C (2,2'-azobisisobutyronitrile). Solvent: C1CCCCC1 (cyclohexane). The product is C1(=CC=CC=C1)C(C(=O)OC)=C[Sn](CCCC)(CCCC)CCCC (2-Phenyl-3-(tri-n-butylstannyl),propenoic acid, methyl ester). RXN SMILES: C1([CH:7]2[C:12](=S(=O)=O)[CH:11]=[CH:10][CH:9]=[C:8]2[C:16](=[CH2:21])[C:17]([O:19][CH3:20])=[O:18])C=CC=CC=1.[CH2:22]([SnH:26]([CH2:31][CH2:32][CH2:33][CH3:34])[CH2:27][CH2:28][CH2:29][CH3:30])[CH2:23][CH2:24][CH3:25].N(C(C)(C)C#N)=NC(C)(C)C#N>C1CCCCC1>[C:8]1([C:16](=[CH:21][Sn:26]([CH2:27][CH2:28][CH2:29][CH3:30])([CH2:31][CH2:32][CH2:33][CH3:34])[CH2:22][CH2:23][CH2:24][CH3:25])[C:17]([O:19][CH3:20])=[O:18])[CH:7]=[CH:12][CH:11]=[CH:10][CH:9]=1. Procedure details: Combine 2-phenyl-3-sulfonlyphenyl-propenoic acid, methyl ester (41.0 g, 136 mmol) and tri-n-butyltin hydride (79.0 g, 271 mmol) in cyclohexane (900 mL). Add 2,2'-azobisisobutyronitrile (AIBN) (0.7 g, 4.3 mmol) and heat to reflux for 3 hours. Cool to ambient temperature and evaporate in vacuo. Chromatograph on silica gel eluting with 20% ethyl acetate/hexane. Evaporate the product containing fractions and chromatograph on silica gel eluting sequentially with 5% ethyl acetate/hexane and 10% ethyl ... Reaction SMILES: [CH2:1]([O:8][C:9]1[CH:24]=[CH:23][C:12]([C:13](O)([C:18]([CH3:21])([CH3:20])[CH3:19])[C:14]([CH3:17])([CH3:16])[CH3:15])=[CH:11][CH:10]=1)[C:2]1[CH:7]=[CH:6][CH:5]=[CH:4][CH:3]=1.[Cl:25][Si](C)(C)C>CS(C)=O>[CH2:1]([O:8][C:9]1[CH:24]=[CH:23][C:12]([C:13]([Cl:25])([C:18]([CH3:21])([CH3:20])[CH3:19])[C:14]([CH3:17])([CH3:16])[CH3:15])=[CH:11][CH:10]=1)[C:2]1[CH:7]=[CH:6][CH:5]=[CH:4][CH:3]=1. The solvent is CS(=O)C (dimethylsulfoxide). Yields the product C(C1=CC=CC=C1)OC1=CC=C(C(C(C)(C)C)(C(C)(C)C)Cl)C=C1 (4-benzyloxy-di-t-butylbenzyl chloride). The reactants are C(C1=CC=CC=C1)OC1=CC=C(C(C(C)(C)C)(C(C)(C)C)O)C=C1 (4-benzyloxy-di-t-butylbenzyl alcohol), Cl[Si](C)(C)C (chlorotrimethylsilane). Reported procedure: A reaction and post-treatment were conducted following the conditions of Example 71 using 5.40 g (13.65 mmol) of 4-benzyloxy-di-t-butylbenzyl alcohol, 80 ml of chlorotrimethylsilane, and 1.07 ml of dimethylsulfoxide, to obtain 4-benzyloxy-di-t-butylbenzyl chloride. Reactants: C1=C(C=CC=2C3=CC=C(C=C3C(C12)=O)C(=O)Cl)C(=O)Cl (fluoren-9-one-2,7-dicarbonyl chloride), C(C)O (ethanol), N1(CCCCC1)CCCO (3-piperidino-1-propanol). Run in C(Cl)(Cl)Cl (chloroform). Product: Cl.Cl.N1(CCCCC1)CCCOC(=O)C1=CC=2C(C3=CC(=CC=C3C2C=C1)C(=O)OCCCN1CCCCC1)=O (bis(3-piperidinopropyl)-9-oxofluorene-2,7-dicarboxylate dihydrochloride). Reaction SMILES: [CH:1]1[C:13]2[C:12](=[O:14])[C:11]3[C:6](=[CH:7][CH:8]=[C:9]([C:15]([Cl:17])=[O:16])[CH:10]=3)[C:5]=2[CH:4]=[CH:3][C:2]=1[C:18](Cl)=[O:19].[CH2:21]([OH:23])[CH3:22].[N:24]1([CH2:30][CH2:31][CH2:32][OH:33])[CH2:29][CH2:28][CH2:27][CH2:26][CH2:25]1>C(Cl)(Cl)Cl>[ClH:17].[ClH:17].[N:24]1([CH2:30][CH2:22][CH2:21][O:23][C:18]([C:2]2[CH:3]=[CH:4][C:5]3[C:6]4[C:11](=[CH:10][C:9]([C:15]([O:33][CH2:32][CH2:31][CH2:30][N:24]5[CH2:29][CH2:28][CH2:27][CH2:26][CH2:25]5)=[O:16])=[CH:8][CH:7]=4)[C:12](=[O:14])[C:13]=3[CH:1]=2)=[O:19])[CH2:29][CH2:28][CH2:27][CH2:26][CH2:25]1 |f:4.5.6|. Reported procedure: A suspension of 30.5 g (0.12 mole) of fluoren-9-one-2,7-dicarbonyl chloride in 1 liter of dry chloroform free from ethanol is stirred and treated with 37.5 g (0.26 mole) of 3-piperidino-1-propanol resulting in a mildly exothermic reaction. The resulting mixture is stirred and refluxed for two hours, cooled to room temperature, filtered, and the filtrate washed three times with 250 ml portions of saturated sodium bicarbonate solution. The chloroform solution is then washed with water and saturate...